Task: describe an organic reaction: reactants, conditions, products, and yield. Dataset: the Open Reaction Database (ORD), a public repository of structured organic reaction records The reactants are OC1=C(C2=C(C(/C(/O2)=C/C2=NN(C3=CC=CC=C23)COCC[Si](C)(C)C)=O)C=C1)CN1CCN(CC1)C(=O)OC(C)(C)C (tert-butyl (Z)-4-({6-hydroxy-3-oxo-2-[(N-{[2-(trimethylsilyl)ethoxy]methyl}-1H-indazol-3-yl)methylene]-2,3-dihydrobenzofuran-7-yl}methyl)piperazine-1-carboxylate), C([O-])([O-])=O.[K+].[K+] (potassium carbonate), O (water), O1C(OCC1)=O (1,3-dioxolan-2-one). Run in CN(C)C=O (DMF). Conditions: time 10 minute. The product is OCCOC1=C(C2=C(C(/C(/O2)=C/C2=NN(C3=CC=CC=C23)COCC[Si](C)(C)C)=O)C=C1)CN1CCN(CC1)C(=O)OC(C)(C)C (tert-butyl (Z)-4-{[6-(2-hydroxyethoxy)-3-oxo-2-[(N-{[2-(trimethylsilyl)ethoxy]methyl}-1H-indazol-3-yl)methylene]-2,3-dihydrobenzofuran-7-yl]methyl}piperazine-1-carboxylate). Yield: 74.1%. Reaction SMILES: [OH:1][C:2]1[CH:29]=[CH:28][C:5]2[C:6](=[O:27])/[C:7](=[CH:9]/[C:10]3[C:18]4[C:13](=[CH:14][CH:15]=[CH:16][CH:17]=4)[N:12]([CH2:19][O:20][CH2:21][CH2:22][Si:23]([CH3:26])([CH3:25])[CH3:24])[N:11]=3)/[O:8][C:4]=2[C:3]=1[CH2:30][N:31]1[CH2:36][CH2:35][N:34]([C:37]([O:39][C:40]([CH3:43])([CH3:42])[CH3:41])=[O:38])[CH2:33][CH2:32]1.C(=O)([O-])[O-].[K+].[K+].[O:50]1[CH2:54][CH2:53]OC1=O.O>CN(C=O)C>[OH:50][CH2:54][CH2:53][O:1][C:2]1[CH:29]=[CH:28][C:5]2[C:6](=[O:27])/[C:7](=[CH:9]/[C:10]3[C:18]4[C:13](=[CH:14][CH:15]=[CH:16][CH:17]=4)[N:12]([CH2:19][O:20][CH2:21][CH2:22][Si:23]([CH3:25])([CH3:26])[CH3:24])[N:11]=3)/[O:8][C:4]=2[C:3]=1[CH2:30][N:31]1[CH2:36][CH2:35][N:34]([C:37]([O:39][C:40]([CH3:43])([CH3:42])[CH3:41])=[O:38])[CH2:33][CH2:32]1 |f:1.2.3|. Procedure: A solution of tert-butyl (Z)-4-({6-hydroxy-3-oxo-2-[(N-{[2-(trimethylsilyl)ethoxy]methyl}-1H-indazol-3-yl)methylene]-2,3-dihydrobenzofuran-7-yl}methyl)piperazine-1-carboxylate (0.416 g, 0.686 mmol) obtained in Step 2 in DMF (6 mL) was added with potassium carbonate (1.42 g, 10.3 mmol), and the mixture was stirred at room temperature for 10 minutes. The reaction mixture was added with 1,3-dioxolan-2-one (0.725 g, 8.23 mmol), and the mixture was stirred at 100° C. for 5 hours. The reaction mixture... Solvent: C(Cl)Cl (DCM). The yield is 69.5%. Procedure details: A solution of 71 (60 mg, 0.095 mmol) and TFA (5 mL) in DCM (20 mL) was stirred at RT for 5 h. The TFA was removed by co-evaporation with DCM and MeOH, diluted with water, and the pH was adjusted to around 12 with 1N NaOH. The resultant gel was extracted with DCM with traces of MeOH. The combined organic extract was dried over anhydrous magnesium sulfate, filtered and concentrated. The residue was purified by Biotage (SNAP 10 g column; 2% of ammonium hydroxide in MeOH/DCM; 0/100 to 10/90 over 20 ... As a reaction SMILES: [CH:1]1([NH:4][C:5](=[O:45])[NH:6][C:7]2[CH:43]=[CH:42][C:10]([O:11][C:12]3[CH:17]=[CH:16][N:15]=[C:14]4[CH:18]=[C:19]([C:21]5[N:26]=[CH:25][C:24]([CH2:27][N:28]6[CH2:33][CH2:32][N:31](C(OC(C)(C)C)=O)[CH2:30][C:29]6=[O:41])=[CH:23][CH:22]=5)[S:20][C:13]=34)=[C:9]([F:44])[CH:8]=2)[CH2:3][CH2:2]1.C(O)(C(F)(F)F)=O>C(Cl)Cl>[CH:1]1([NH:4][C:5]([NH:6][C:7]2[CH:43]=[CH:42][C:10]([O:11][C:12]3[CH:17]=[CH:16][N:15]=[C:14]4[CH:18]=[C:19]([C:21]5[CH:22]=[CH:23][C:24]([CH2:27][N:28]6[CH2:33][CH2:32][NH:31][CH2:30][C:29]6=[O:41])=[CH:25][N:26]=5)[S:20][C:13]=34)=[C:9]([F:44])[CH:8]=2)=[O:45])[CH2:2][CH2:3]1. Reactants: C1(CC1)NC(NC1=CC(=C(OC2=C3C(=NC=C2)C=C(S3)C3=CC=C(C=N3)CN3C(CN(CC3)C(=O)OC(C)(C)C)=O)C=C1)F)=O (tert-butyl 4-((6-(7-(4-(3-cyclopropylureido)-2-fluorophenoxy)thieno[3,2-b]pyridin-2-yl)pyridin-3-yl)methyl)-3-oxopiperazine-1-carboxylate), C(=O)(C(F)(F)F)O (TFA). Yields the product C1(CC1)NC(=O)NC1=CC(=C(C=C1)OC1=C2C(=NC=C1)C=C(S2)C2=NC=C(C=C2)CN2C(CNCC2)=O)F (1-cyclopropyl-3-(3-fluoro-4-(2-(5-((2-oxopiperazin-1-yl)methyl)pyridin-2-yl)thieno[3,2-b]pyridin-7-yloxy)phenyl)urea). Starting materials: ClC(=O)N1[C@H](CN(C[C@H]1C)C(=O)OC(C)(C)C)C (cis 1-chlorocarbonyl-2,6-dimethyl-4-tert-butoxycarbonylpiperazine), C(C1=CC=CC=C1)OC=1C=C(CO)C=CC1 (3-benzyloxybenzyl alcohol). Product: Cl.C[C@@H]1N([C@@H](CNC1)C)C(=O)OCC1=CC(=CC=C1)OCC1=CC=CC=C1 (3-Benzyloxybenzyl cis-2,6-dimethylpiperazine-1-carboxylate hydrochloride), product. The yield is 65.0%. Reaction SMILES: [Cl:1][C:2]([N:4]1[C@H:9]([CH3:10])[CH2:8][N:7](C(OC(C)(C)C)=O)[CH2:6][C@@H:5]1[CH3:18])=[O:3].[CH2:19]([O:26][C:27]1[CH:28]=[C:29]([CH:32]=[CH:33][CH:34]=1)[CH2:30][OH:31])[C:20]1[CH:25]=[CH:24][CH:23]=[CH:22][CH:21]=1>>[ClH:1].[CH3:18][C@H:5]1[CH2:6][NH:7][CH2:8][C@@H:9]([CH3:10])[N:4]1[C:2]([O:31][CH2:30][C:29]1[CH:32]=[CH:33][CH:34]=[C:27]([O:26][CH2:19][C:20]2[CH:21]=[CH:22][CH:23]=[CH:24][CH:25]=2)[CH:28]=1)=[O:3] |f:2.3|. Procedure: 3-Benzyloxybenzyl cis-2,6-dimethylpiperazine-1-carboxylate hydrochloride was prepared from cis 1-chlorocarbonyl-2,6-dimethyl-4-tert-butoxycarbonylpiperazine and 3-benzyloxybenzyl alcohol according to the methods described for Examples 52 and 54 to give the product as a white solid (0.254 g, 65% overall); νmax (nujol)/cm−1 3320, 2684, 2587, 1716, 1694, 1599, 1415, and 1312; δH (400 MHz, DMSO-d6) 10.02 (1H, br), 9.27 (1H, br), 7.45–7.28 (6H, m), 7.01–6.94 (3H, m), 5.11 (2H, s), 5.09 (2H, s), 4.33 ... Starting materials: CC1(C)CC(CBr)CCO1, O=C([O-])[O-], CCCCOc1nc(N)c2nc(OC)[nH]c2n1, O=C(O)C(F)(F)F, [K+], [K+], CN(C)C=O. Product: CCCCOc1nc(N)c2nc(OC)n(CC3CCOC(C)(C)C3)c2n1. As a reaction SMILES: [Br:31][CH2:32][CH:33]1[CH2:34][C:35]([CH3:39])([CH3:40])[O:36][CH2:37][CH2:38]1.[C:25](=[O:26])([O-:27])[O-:28].[CH2:8]([CH2:9][CH2:10][CH3:11])[O:12][c:13]1[n:14][c:15]([NH2:24])[c:16]2[n:17][c:18]([O:22][CH3:23])[nH:19][c:20]2[n:21]1.[F:1][C:2]([F:3])([F:4])[C:5]([OH:6])=[O:7].[K+:29].[K+:30].[O:41]=[CH:42][N:43]([CH3:44])[CH3:45]>>[CH2:8]([CH2:9][CH2:10][CH3:11])[O:12][c:13]1[n:14][c:15]([NH2:24])[c:16]2[n:17][c:18]([O:22][CH3:23])[n:19]([CH2:32][CH:33]3[CH2:34][C:35]([CH3:39])([CH3:40])[O:36][CH2:37][CH2:38]3)[c:20]2[n:21]1. Starting materials: C(#N)C1=C(C=C(C=C1)N1C(CN(CC1)C(=O)OC(C)(C)C)C)C(F)(F)F (t-butyl 4-(4-cyano-3-trifluoromethylphenyl)-3-methylpiperazine-1-carboxylate). Run in FC(C(=O)O)(F)F (trifluoroacetic acid). The product is CC1N(CCNC1)C1=CC(=C(C#N)C=C1)C(F)(F)F (4-(2-Methylpiperazin-1-yl)-2-trifluoromethylbenzonitrile). RXN SMILES: [C:1]([C:3]1[CH:8]=[CH:7][C:6]([N:9]2[CH2:14][CH2:13][N:12](C(OC(C)(C)C)=O)[CH2:11][CH:10]2[CH3:22])=[CH:5][C:4]=1[C:23]([F:26])([F:25])[F:24])#[N:2]>FC(F)(F)C(O)=O>[CH3:22][CH:10]1[CH2:11][NH:12][CH2:13][CH2:14][N:9]1[C:6]1[CH:7]=[CH:8][C:3]([C:1]#[N:2])=[C:4]([C:23]([F:26])([F:24])[F:25])[CH:5]=1. Procedure: A 2.85 g portion of t-butyl 4-(4-cyano-3-trifluoromethylphenyl)-3-methylpiperazine-1-carboxylate synthesized in Reference Example 3 was stirred in 50 ml of trifluoroacetic acid at 0° C. to room temperature for 2 hours. The solvent was evaporated under reduced pressure, the resulting residue was neutralized with saturated aqueous sodium bicarbonate and then extracted with ethyl acetate, the organic layer was washed and dried and then the solvent was evaporated under reduced pressure. The residue ... Product: O=c1c(-c2ccc(OC(F)(F)F)cc2)c(C=Cc2cccc(F)c2OCC2CC2)nc2sccn12. RXN SMILES: [CH3:1][c:2]1[n:3][c:4]2[n:5]([c:6](=[O:19])[c:7]1-[c:8]1[cH:9][cH:10][c:11]([O:14][C:15]([F:16])([F:17])[F:18])[cH:12][cH:13]1)[cH:20][cH:21][s:22]2.[CH3:38][CH2:39][O-:40].[CH3:41][CH2:42][OH:43].[CH:23]1([CH2:26][O:27][c:28]2[c:29]([CH:30]=[O:31])[cH:32][cH:33][cH:34][c:35]2[F:36])[CH2:24][CH2:25]1.[Na+:37]>>[CH:1]([c:2]1[n:3][c:4]2[n:5]([c:6](=[O:19])[c:7]1-[c:8]1[cH:9][cH:10][c:11]([O:14][C:15]([F:16])([F:17])[F:18])[cH:12][cH:13]1)[cH:20][cH:21][s:22]2)=[CH:30][c:29]1[c:28]([O:27][CH2:26][CH:23]2[CH2:24][CH2:25]2)[c:35]([F:36])[cH:34][cH:33][cH:32]1. Reactants: Cc1nc2sccn2c(=O)c1-c1ccc(OC(F)(F)F)cc1, CC[O-], CCO, O=Cc1cccc(F)c1OCC1CC1, [Na+]. The product is ClC=1C=C(C=C(C1)OC(F)(F)F)C(C)N[S@](=O)C(C)(C)C ((R)—N-(1-(3-chloro-5-(trifluoromethoxy)phenyl)ethyl)-2-methylpropane-2-sulfinamide). Starting materials: ClC=1C=C(C=C(C1)OC(F)(F)F)C(C)=O (1-(3-chloro-5-(trifluoromethoxy)phenyl)ethanone), CC(C)(C)[S@@](=O)N ((R)-2-methylpropane-2-sulfinamide), Amine-1. Reported procedure: The title compound is prepared in 48% yield (416 mg, a white solid) from 1-(3-chloro-5-(trifluoromethoxy)phenyl)ethanone (600 mg, 2.51 mmol, Step-2) and (R)-2-methylpropane-2-sulfinamide (457 mg, 3.77 mmol) by the similar manner in Step-4 of Amine-1. RXN SMILES: [Cl:1][C:2]1[CH:3]=[C:4]([C:13](=O)[CH3:14])[CH:5]=[C:6]([O:8][C:9]([F:12])([F:11])[F:10])[CH:7]=1.[CH3:16][C:17]([S@:20]([NH2:22])=[O:21])([CH3:19])[CH3:18]>>[Cl:1][C:2]1[CH:3]=[C:4]([CH:13]([NH:22][S@@:20]([C:17]([CH3:19])([CH3:18])[CH3:16])=[O:21])[CH3:14])[CH:5]=[C:6]([O:8][C:9]([F:12])([F:11])[F:10])[CH:7]=1. Yield: 48.0%.